Dataset: the Open Reaction Database (ORD), a public repository of structured organic reaction records. Task: describe an organic reaction: reactants, conditions, products, and yield Reaction SMILES: [CH2:1]([O:3][C:4](=[O:12])[C:5]1[CH:10]=[CH:9][CH:8]=[CH:7][C:6]=1F)[CH3:2].[CH2:13]([O:15][CH2:16][CH2:17][NH2:18])[CH3:14].C(N(C(C)C)CC)(C)C>CN(C=O)C.O>[CH2:1]([O:3][C:4](=[O:12])[C:5]1[CH:10]=[CH:9][CH:8]=[CH:7][C:6]=1[NH:18][CH2:17][CH2:16][O:15][CH2:13][CH3:14])[CH3:2]. Solvent: O (water), CN(C)C=O (N,N′dimethylformamide). Yields the product C(C)OC(C1=C(C=CC=C1)NCCOCC)=O (2-(2-Ethoxy-ethylamino)-benzoic acid ethyl ester). Reaction conditions: temperature 120 celsius. The reactants are C(C)OC(C1=C(C=CC=C1)F)=O (2-Fluoro-benzoic acid ethyl ester), C(C)OCCN (2-Ethoxy-ethylamine), C(C)(C)N(CC)C(C)C (diisopropylethylamine). Procedure: To a stirred solution of commercially available 2-Fluoro-benzoic acid ethyl ester (1 g, 6.01 mmol) and 2-Ethoxy-ethylamine (0.500 g, 2.97 mmole) in dry N,N′dimethylformamide (10 mL) in a screw cap vial was added diisopropylethylamine (1.1 eq, 0.223 g, 3.27 mmole, 1.1 mL). The resulting solution was heated to 120° C. for 4 hours. Reaction mixture was cooled to room temperature, diluted with water and extracted with ethyl acetate (25 mL×3). Combined organic phase was washed consecutively with wate... Starting materials: ClC1=C(C=CC=C1)N1N=C(C=C1C=1SC(=CC1)C1=CC(=CC=C1)S(=O)(=O)C)C(C)(C)N (2-[1-(2-chlorophenyl)-5-{5-[3-(methylsulfonyl)phenyl]-2-thienyl}-1H-pyrazol-3-yl]propan-2-amine), C(=O)([O-])[O-].[K+].[K+] (K2CO3), BrCCCCBr (1,4-dibromobutane). Run in CCO (EtOH). Run at temperature 100 celsius, time 18 hour. The product is ClC1=C(C=CC=C1)N1N=C(C=C1C=1SC(=CC1)C1=CC(=CC=C1)S(=O)C)C(C)(N1CCCC1)C (1-(2-chlorophenyl)-3-(1-methyl-1-pyrrolidin-1-ylethyl)-5-{5-[3-(methylsulfinyl)phenyl]-2-thienyl}-1H-pyrazole). RXN SMILES: [Cl:1][C:2]1[CH:7]=[CH:6][CH:5]=[CH:4][C:3]=1[N:8]1[C:12]([C:13]2[S:14][C:15]([C:18]3[CH:23]=[CH:22][CH:21]=[C:20]([S:24]([CH3:27])(=O)=[O:25])[CH:19]=3)=[CH:16][CH:17]=2)=[CH:11][C:10]([C:28]([NH2:31])([CH3:30])[CH3:29])=[N:9]1.C([O-])([O-])=O.[K+].[K+].Br[CH2:39][CH2:40][CH2:41][CH2:42]Br>CCO>[Cl:1][C:2]1[CH:7]=[CH:6][CH:5]=[CH:4][C:3]=1[N:8]1[C:12]([C:13]2[S:14][C:15]([C:18]3[CH:23]=[CH:22][CH:21]=[C:20]([S:24]([CH3:27])=[O:25])[CH:19]=3)=[CH:16][CH:17]=2)=[CH:11][C:10]([C:28]([CH3:29])([N:31]2[CH2:42][CH2:41][CH2:40][CH2:39]2)[CH3:30])=[N:9]1 |f:1.2.3|. Procedure: A mixture of the 2-[1-(2-chlorophenyl)-5-{5-[3-(methylsulfonyl)phenyl]-2-thienyl}-1H-pyrazol-3-yl]propan-2-amine (142 mg, 0.3 mmol), K2CO3 (83 mg, 0.6 mmol), 1,4-dibromobutane (0.1 mL, 0.7 mmol) and anhydrous EtOH was stirred at 100° C. in a sealed vial for 18 h. The solvent was removed in vacuo, and the residue was purified by flash chromatography (0-40% 20% MeOH/DCM) to give the title compound as a pale-yellow solid. 1HNMR (CDCl3): Et 8.03 (m, 1H), 7.86-7.83 (m, 1H), 7.74-7.71 (m, 1H), 7.61-7.... The reactants are [Cl-].COC[P+](C1=CC=CC=C1)(C1=CC=CC=C1)C1=CC=CC=C1 ((methoxymethyl)triphenyl phosphonium chloride), CC(C)([O-])C.[K+] (potassium t-butoxide), CC1=C(SC(=C1)C1=CC=C(C=C1)C(F)(F)F)C(C)=O (1-[3-Methyl-5-(4-trifluoromethyl-phenyl)-thiophen-2-yl]-ethanone). The solvent is C1(=CC=CC=C1)C.C1CCOC1 (toluene THF). Reaction conditions: time 30 minute. The product is COC=C(C)C=1SC(=CC1C)C1=CC=C(C=C1)C(F)(F)F (2-(2-Methoxy-1-methyl-vinyl)-3-methyl-5-(4-trifluoromethyl-phenyl)-thiophene). RXN SMILES: [Cl-].[CH3:2][O:3][CH2:4][P+](C1C=CC=CC=1)(C1C=CC=CC=1)C1C=CC=CC=1.CC(C)([O-])C.[K+].[CH3:30][C:31]1[CH:35]=[C:34]([C:36]2[CH:41]=[CH:40][C:39]([C:42]([F:45])([F:44])[F:43])=[CH:38][CH:37]=2)[S:33][C:32]=1[C:46](=O)[CH3:47]>C1(C)C=CC=CC=1.C1COCC1>[CH3:2][O:3][CH:4]=[C:46]([C:32]1[S:33][C:34]([C:36]2[CH:41]=[CH:40][C:39]([C:42]([F:45])([F:44])[F:43])=[CH:38][CH:37]=2)=[CH:35][C:31]=1[CH3:30])[CH3:47] |f:0.1,2.3,5.6|. Reported procedure: To a solution of (methoxymethyl)triphenyl phosphonium chloride (3.96 g, 10.76 mmole) in toluene/THF (2:1, 60 mL), is added potassium t-butoxide (1.21 g, 10.76 mmole) in one portion and stirred for 30 minutes. To the resulting ylide, is injected into a solution of 1-[3-Methyl-5-(4-trifluoromethyl-phenyl)-thiophen-2-yl]-ethanone (1.53 g, 5.38 mmole). The reaction is stirred for 2 hours, and then concentrated on rota vapor. The residue is purified on a silica gel column, eluting with 0-10% ethyl ac...